From a dataset of the Open Reaction Database (ORD), a public repository of structured organic reaction records. describe an organic reaction: reactants, conditions, products, and yield Product: CC(Oc1cc(C#CCN)cnc1N)c1c(Cl)ccc(F)c1Cl. Starting materials: CC(Oc1cc(C#CCNC(=O)OC(C)(C)C)cnc1N)c1c(Cl)ccc(F)c1Cl, ClCCl, O=C(O)C(F)(F)F. RXN SMILES: [C:1]([O:2][C:3](=[O:4])[NH:7][CH2:8][C:9]#[C:10][c:11]1[cH:12][n:13][c:14]([NH2:29])[c:15]([O:17][CH:18]([CH3:19])[c:20]2[c:21]([Cl:28])[c:22]([F:27])[cH:23][cH:24][c:25]2[Cl:26])[cH:16]1)([CH3:5])([CH3:6])[CH3:30].[Cl:38][CH2:39][Cl:40].[F:31][C:32]([F:33])([F:34])[C:35]([OH:36])=[O:37]>>[NH2:7][CH2:8][C:9]#[C:10][c:11]1[cH:12][n:13][c:14]([NH2:29])[c:15]([O:17][CH:18]([CH3:19])[c:20]2[c:21]([Cl:28])[c:22]([F:27])[cH:23][cH:24][c:25]2[Cl:26])[cH:16]1.